From a dataset of the Open Reaction Database (ORD), a public repository of structured organic reaction records. describe an organic reaction: reactants, conditions, products, and yield Starting materials: CN(C)CCN, O=C(O)C1CCCN(C(=O)Cc2cccs2)C1, CCOC(=O)C1CCCN(C(=O)c2ccsc2)C1. Product: CN(C)CCNC(=O)C1CCCN(C(=O)Cc2cccs2)C1. Reaction SMILES: [CH3:36][N:37]([CH2:38][CH2:39][NH2:40])[CH3:41].[s:19]1[c:20]([CH2:24][C:25](=[O:26])[N:27]2[CH2:28][CH:29]([C:33](=[O:34])[OH:35])[CH2:30][CH2:31][CH2:32]2)[cH:21][cH:22][cH:23]1.[s:1]1[cH:2][cH:3][c:4]([C:5]([N:6]2[CH2:7][CH2:8][CH2:9][CH:10]([C:11]([O:12][CH2:13][CH3:14])=[O:15])[CH2:16]2)=[O:17])[cH:18]1>>[s:19]1[c:20]([CH2:24][C:25](=[O:26])[N:27]2[CH2:28][CH:29]([C:33](=[O:35])[NH:40][CH2:39][CH2:38][N:37]([CH3:36])[CH3:41])[CH2:30][CH2:31][CH2:32]2)[cH:21][cH:22][cH:23]1. Starting materials: CC=1C=C(C2=C(N=C(O2)NC2=CC=C(C=C2)B2OC(C(O2)(C)C)(C)C)C1)C (N-(5,7-dimethyl-1,3-benzoxazol-2-yl)-N-[4-(4,4,5,5-tetramethyl-1,3,2-dioxaborolan-2-yl)phenyl]amine), IC1=NN(C2=NC=NC(=C21)N)C2CCN(CC2)CCOC (3-iodo-1-[1-(2-methoxyethyl)-4-piperidyl]-1H-pyrazolo[3,4-d]pyrimidin-4-amine), CC=1C=C(C2=C(N=C(O2)NC2=CC=C(C=C2)B2OC(C(O2)(C)C)(C)C)C1)C (N-(5,7-dimethyl-1,3-benzoxazol-2-yl)-N-[4-(4,4,5,5-tetramethyl-1,3,2-dioxaborolan-2-yl)phenyl]amine), C([O-])([O-])=O.[Na+].[Na+] (sodium carbonate). The reagents and catalysts are [Pd].C1(=CC=CC=C1)P(C1=CC=CC=C1)C1=CC=CC=C1.C1(=CC=CC=C1)P(C1=CC=CC=C1)C1=CC=CC=C1.C1(=CC=CC=C1)P(C1=CC=CC=C1)C1=CC=CC=C1.C1(=CC=CC=C1)P(C1=CC=CC=C1)C1=CC=CC=C1 (tetrakis(triphenylphosphine)-palladium), C=1C=CC(=CC1)[P](C=2C=CC=CC2)(C=3C=CC=CC3)[Pd]([P](C=4C=CC=CC4)(C=5C=CC=CC5)C=6C=CC=CC6)([P](C=7C=CC=CC7)(C=8C=CC=CC8)C=9C=CC=CC9)[P](C=1C=CC=CC1)(C=1C=CC=CC1)C=1C=CC=CC1 (tetrakis(triphenylphosphine)palladium). The solvent is COCCOC (ethylene glycol dimethyl ether), O (water). Run at temperature 80 celsius, time 16 hour. Yields the product NC1=C2C(=NC=N1)N(N=C2C2=CC=C(C=C2)NC=2OC1=C(N2)C=C(C=C1C)C)C1CCN(CC1)CCOC (N2-(4-{4-amino-1-[1-(2-methoxyethyl)-4-piperidyl]-1H-pyrazolo[3,4-d]pyrimidin-3-yl}phenyl)-5,7-dimethyl-1,3-benzoxazol-2-amine). The yield is 54.0%. As a reaction SMILES: I[C:2]1[C:10]2[C:5](=[N:6][CH:7]=[N:8][C:9]=2[NH2:11])[N:4]([CH:12]2[CH2:17][CH2:16][N:15]([CH2:18][CH2:19][O:20][CH3:21])[CH2:14][CH2:13]2)[N:3]=1.[CH3:22][C:23]1[CH:24]=[C:25]([CH3:48])[C:26]2[O:30][C:29]([NH:31][C:32]3[CH:37]=[CH:36][C:35](B4OC(C)(C)C(C)(C)O4)=[CH:34][CH:33]=3)=[N:28][C:27]=2[CH:47]=1.C(=O)([O-])[O-].[Na+].[Na+]>COCCOC.O.C1C=CC([P]([Pd]([P](C2C=CC=CC=2)(C2C=CC=CC=2)C2C=CC=CC=2)([P](C2C=CC=CC=2)(C2C=CC=CC=2)C2C=CC=CC=2)[P](C2C=CC=CC=2)(C2C=CC=CC=2)C2C=CC=CC=2)(C2C=CC=CC=2)C2C=CC=CC=2)=CC=1>[NH2:11][C:9]1[N:8]=[CH:7][N:6]=[C:5]2[N:4]([CH:12]3[CH2:17][CH2:16][N:15]([CH2:18][CH2:19][O:20][CH3:21])[CH2:14][CH2:13]3)[N:3]=[C:2]([C:35]3[CH:34]=[CH:33][C:32]([NH:31][C:29]4[O:30][C:26]5[C:25]([CH3:48])=[CH:24][C:23]([CH3:22])=[CH:47][C:27]=5[N:28]=4)=[CH:37][CH:36]=3)[C:10]=12 |f:2.3.4,^1:65,67,86,105|. Procedure details: A mixture of 3-iodo-1-[1-(2-methoxyethyl)-4-piperidyl]-1H-pyrazolo[3,4-d]pyrimidin-4-amine (0.2 g, 0.0005 mol), N-(5,7-dimethyl-1,3-benzoxazol-2-yl)-N-[4-(4,4,5,5-tetramethyl-1,3,2-dioxaborolan-2-yl)phenyl]amine (0.28 g, 0.00078 mol), tetrakis(triphenylphosphine)palladium (0.029 g, 0.000025 mol) and sodium carbonate (0.13 g, 0.00125 mol) in ethylene glycol dimethyl ether (25 mL) and water (5 mL) was heated at 80° C. for 5 hours under an atmosphere of nitrogen. Additional N-(5,7-dimethyl-1,3-benz... Reactants: CCc1nn(C2CCCC2)c2cc(Br)ccc12, O=C([O-])[O-], CO, CCOC(C)=O, [Na+], [Na+], OB(O)c1cccs1. Product: CCc1nn(C2CCCC2)c2cc(-c3cccs3)ccc12. As a reaction SMILES: [Br:9][c:10]1[cH:11][cH:12][c:13]2[c:14]([CH2:24][CH3:25])[n:15][n:16]([CH:19]3[CH2:20][CH2:21][CH2:22][CH2:23]3)[c:17]2[cH:18]1.[C:26](=[O:27])([O-:28])[O-:29].[CH3:32][OH:33].[CH3:34][CH2:35][O:36][C:37](=[O:38])[CH3:39].[Na+:30].[Na+:31].[s:1]1[c:2]([B:6]([OH:7])[OH:8])[cH:3][cH:4][cH:5]1>>[s:1]1[c:2](-[c:10]2[cH:11][cH:12][c:13]3[c:14]([CH2:24][CH3:25])[n:15][n:16]([CH:19]4[CH2:20][CH2:21][CH2:22][CH2:23]4)[c:17]3[cH:18]2)[cH:3][cH:4][cH:5]1. The reactants are CCO, [Na+], [OH-], O, C=C1c2cc(C(=O)OCC)ccc2CCC1n1ccnc1. Yields the product C=C1c2cc(C(=O)O)ccc2CCC1n1ccnc1. RXN SMILES: [CH3:24][CH2:25][OH:26].[Na+:23].[OH-:22].[OH2:27].[n:1]1([CH:6]2[CH2:7][CH2:8][c:9]3[cH:10][cH:11][c:12]([C:17](=[O:18])[O:19][CH2:20][CH3:21])[cH:13][c:14]3[C:15]2=[CH2:16])[cH:2][n:3][cH:4][cH:5]1>>[n:1]1([CH:6]2[CH2:7][CH2:8][c:9]3[cH:10][cH:11][c:12]([C:17](=[O:18])[OH:19])[cH:13][c:14]3[C:15]2=[CH2:16])[cH:2][n:3][cH:4][cH:5]1. Starting materials: C(=O)(OC(C)(C)C)N[C@@H](CC1=CC=CC=C1)[C@@H]1C[C@H](C(O1)=O)CC1=C(C(=C(C=C1)OC)OC)OC (5(S)-[1(S)-(Boc-amino)-2-phenylethyl]-3(R)-[(2,3,4-trimethoxyphenyl)methyl]dihydrofuran-2-(3H)-one), solution, [OH-].[Li+] (lithium hydroxide). The solvent is [Cl-].[NH4+] (ammonium chloride), C(CC(O)(C(=O)O)CC(=O)O)(=O)O (citric acid), C(OC)COC (dimethoxyethane), O (water), O (water). Reaction conditions: time 2 hour. The product is C(=O)(OC(C)(C)C)N[C@H]([C@H](C[C@H](C(=O)O)CC1=C(C(=C(C=C1)OC)OC)OC)O)CC1=CC=CC=C1 (5(S)-(Boc-Amino)-4(S)-hydroxy-6-phenyl-2(R)-[(2,3,4-trimethoxyphenyl)-methyl]hexanoic acid). RXN SMILES: [C:1]([NH:8][C@H:9]([C@H:17]1[O:21][C:20](=[O:22])[C@H:19]([CH2:23][C:24]2[CH:29]=[CH:28][C:27]([O:30][CH3:31])=[C:26]([O:32][CH3:33])[C:25]=2[O:34][CH3:35])[CH2:18]1)[CH2:10][C:11]1[CH:16]=[CH:15][CH:14]=[CH:13][CH:12]=1)([O:3][C:4]([CH3:7])([CH3:6])[CH3:5])=[O:2].[OH-:36].[Li+]>C(COC)OC.O.[Cl-].[NH4+].C(O)(=O)CC(CC(O)=O)(C(O)=O)O>[C:1]([NH:8][C@@H:9]([CH2:10][C:11]1[CH:16]=[CH:15][CH:14]=[CH:13][CH:12]=1)[C@@H:17]([OH:21])[CH2:18][C@@H:19]([CH2:23][C:24]1[CH:29]=[CH:28][C:27]([O:30][CH3:31])=[C:26]([O:32][CH3:33])[C:25]=1[O:34][CH3:35])[C:20]([OH:36])=[O:22])([O:3][C:4]([CH3:6])([CH3:5])[CH3:7])=[O:2] |f:1.2,5.6|. Reported procedure: A solution of 1.354 g (2.685 mmol) of 5(S)-[1(S)-(Boc-amino)-2-phenylethyl]-3(R)-[(2,3,4-trimethoxyphenyl)methyl]dihydrofuran-2-(3H)-one in 43.36 ml of dimethoxyethane and 21.86 ml of water is treated, at RT, with 10.74 ml of a 1M solution of lithium hydroxide in water, and this reaction mixture is stirred for 2 h. It is then transferred to a separating funnel, diluted with 132 ml of sat. ammonium chloride solution and 11 ml of a 10% citric acid solution (both cold), and this mixture is then ext... The reactants are FC1=C(C=C(C=C1)S(=O)(=O)CCC)C#C[Si](C)(C)C ({[2-Fluoro-5-(propylsulfonyl)phenyl]ethynyl}trimethyl silane), BrC1=CC(=C(C(=O)N(C)CCCC)C=C1)S(=O)(=O)C(C)C (4-bromo-N-butyl-2-(isopropylsulfonyl)-N-methylbenzamide), BrC1=CC(=C(C(=O)N(C)CCCC)C=C1)S(=O)(=O)C(C)C (4-bromo-N-butyl-2-(isopropylsulfonyl)-N-methylbenzamide), C(C)(C)(C)OC(COC1=C(C=C(C=C1)Cl)C#C)=O (tert-butyl(4-chloro-2-ethynylphenoxy)acetate), C(C)(C)(C)OC(COC1=C(C=C(C=C1)Cl)C#C)=O (tert-butyl(4-chloro-2-ethynylphenoxy)acetate). The product is C(C)(C)(C)OC(COC1=C(C=C(C=C1)Cl)C#CC1=CC(=C(C=C1)C(=O)N(C)CCCC)S(=O)(=O)C(C)C)=O (tert-butyl(2-{[4-{[butyl(methyl)amino]carbonyl}-3-(isopropylsulfonyl)phenyl]ethynyl}-4-chlorophenoxy)acetate). As a reaction SMILES: FC1C=CC(S(CCC)(=O)=O)=CC=1C#C[Si](C)(C)C.[C:20]([O:24][C:25](=[O:37])[CH2:26][O:27][C:28]1[CH:33]=[CH:32][C:31]([Cl:34])=[CH:30][C:29]=1[C:35]#[CH:36])([CH3:23])([CH3:22])[CH3:21].Br[C:39]1[CH:52]=[CH:51][C:42]([C:43]([N:45]([CH2:47][CH2:48][CH2:49][CH3:50])[CH3:46])=[O:44])=[C:41]([S:53]([CH:56]([CH3:58])[CH3:57])(=[O:55])=[O:54])[CH:40]=1>>[C:20]([O:24][C:25](=[O:37])[CH2:26][O:27][C:28]1[CH:33]=[CH:32][C:31]([Cl:34])=[CH:30][C:29]=1[C:35]#[C:36][C:39]1[CH:52]=[CH:51][C:42]([C:43]([N:45]([CH2:47][CH2:48][CH2:49][CH3:50])[CH3:46])=[O:44])=[C:41]([S:53]([CH:56]([CH3:57])[CH3:58])(=[O:54])=[O:55])[CH:40]=1)([CH3:23])([CH3:22])[CH3:21]. Procedure details: Following the general method as outlined in Intermediate 107, starting from (4-chloro-2-ethynyl-phenoxy)-acetic acid tert-butyl ester (Intermediate 3) and 4-bromo-N-butyl-2-(isopropylsulfonyl)-N-methylbenzamide (Intermediate 253), the title compound was obtained. The reactants are CC(C)C[Al+]CC(C)C, CCOC(=O)c1cccnc1C(=O)OCC, Cc1ccccc1, [H-]. Yields the product CCOC(=O)c1cccnc1C=O. Reaction SMILES: [CH2:18]([Al+:19][CH2:20][CH:21]([CH3:22])[CH3:23])[CH:24]([CH3:25])[CH3:26].[CH2:1]([O:3][C:4](=[O:2])[c:6]1[n:7][cH:8][cH:9][cH:10][c:11]1[C:12](=[O:13])[O:14][CH2:15][CH3:16])[CH3:5].[CH3:27][c:28]1[cH:29][cH:30][cH:31][cH:32][cH:33]1.[H-:17]>>[O:3]=[CH:4][c:6]1[n:7][cH:8][cH:9][cH:10][c:11]1[C:12](=[O:13])[O:14][CH2:15][CH3:16].